This data is from the Open Reaction Database (ORD), a public repository of structured organic reaction records. The task is: describe an organic reaction: reactants, conditions, products, and yield The reactants are C1CCOC1, CC(C)OC(=O)N=NC(=O)OC(C)C, O=C1c2ccccc2C(=O)N1CCO, c1ccc(P(c2ccccc2)c2ccccc2)cc1. The product is O=C1NC(=O)c2ccccc21. Reaction SMILES: [CH2:48]1[O:49][CH2:50][CH2:51][CH2:52]1.[O:34]=[C:35]([O:36][CH:37]([CH3:38])[CH3:39])[N:40]=[N:41][C:42]([O:43][CH:44]([CH3:45])[CH3:46])=[O:47].[OH:20][CH2:21][CH2:22][N:23]1[C:24](=[O:33])[c:25]2[c:26]([cH:29][cH:30][cH:31][cH:32]2)[C:27]1=[O:28].[c:1]1([P:2]([c:3]2[cH:4][cH:5][cH:6][cH:7][cH:8]2)[c:9]2[cH:10][cH:11][cH:12][cH:13][cH:14]2)[cH:15][cH:16][cH:17][cH:18][cH:19]1>>[NH:23]1[C:24](=[O:33])[c:25]2[c:26]([cH:29][cH:30][cH:31][cH:32]2)[C:27]1=[O:28]. Reaction SMILES: [Cl:1][C:2]1[C:3]([F:30])=[C:4]([NH:8][C:9]2[C:18]3[C:13](=[CH:14][C:15]([O:28][CH3:29])=[C:16]([CH2:19][NH:20][C@@H:21]4[CH2:26][CH2:25][CH2:24][NH:23][C:22]4=[O:27])[CH:17]=3)[N:12]=[CH:11][N:10]=2)[CH:5]=[CH:6][CH:7]=1.[CH2:31]=O>>[Cl:1][C:2]1[C:3]([F:30])=[C:4]([NH:8][C:9]2[C:18]3[C:13](=[CH:14][C:15]([O:28][CH3:29])=[C:16]([CH2:19][N:20]([CH3:31])[C@@H:21]4[CH2:26][CH2:25][CH2:24][NH:23][C:22]4=[O:27])[CH:17]=3)[N:12]=[CH:11][N:10]=2)[CH:5]=[CH:6][CH:7]=1. Reactants: ClC=1C(=C(C=CC1)NC1=NC=NC2=CC(=C(C=C12)CN[C@H]1C(NCCC1)=O)OC)F ((3R)-3-[({4-[(3-chloro-2-fluorophenyl)amino]-7-methoxyquinazolin-6-yl}methyl)amino]piperidin-2-one), C=O (formaldehyde). Procedure: (3R)-3-[({4-[(3-chloro-2-fluorophenyl)amino]-7-methoxyquinazolin-6-yl}methyl)amino]piperidin-2-one (Example 87) was reacted with 37% aqueous formaldehyde using an analogous method to that described for the equivalent step in Example 86 to give the title product; 1H NMR Spectrum: (DMSO d6) 1.77 (m, 3H); 2.02 (m, 1H); 2.40 (s, 3H); 3.09 (m, 2H); 3.29 (dd, 1H); 3.95 (s, 5H); 7.18 (s, 1H); 7.28 (t, 1H); 7.40 (brs, 1H); 7.48 (t, 1H); 7.55 (m, 1H); 8.35 (s, 1H); 8.42 (s, 1H); 9.76 (s, 1H). Mass Spectr... The product is ClC=1C(=C(C=CC1)NC1=NC=NC2=CC(=C(C=C12)CN([C@H]1C(NCCC1)=O)C)OC)F ((3R)-3-[({4-[(3-chloro-2-fluorophenyl)amino]-7-methoxyquinazolin-6-yl}methyl)(methyl)amino]piperidin-2-one). Reactants: CC#N, Nc1nccc2cc(Cl)oc12, O=C1CCC(=O)N1I. The product is Nc1ncc(I)c2cc(Cl)oc12. RXN SMILES: [CH3:20][C:21]#[N:22].[Cl:1][c:2]1[cH:3][c:4]2[c:5]([c:6]([NH2:10])[n:7][cH:8][cH:9]2)[o:11]1.[I:12][N:13]1[C:14](=[O:15])[CH2:16][CH2:17][C:18]1=[O:19]>>[Cl:1][c:2]1[cH:3][c:4]2[c:5]([c:6]([NH2:10])[n:7][cH:8][c:9]2[I:12])[o:11]1. The reactants are CC(=O)OC(C)=O, CN(C)c1cccc(N)n1, c1ccccc1. Product: CC(=O)Nc1cccc(N(C)C)n1. As a reaction SMILES: [CH3:11][C:12](=[O:13])[O:14][C:15](=[O:16])[CH3:17].[NH2:1][c:2]1[n:3][c:4]([N:8]([CH3:9])[CH3:10])[cH:5][cH:6][cH:7]1.[cH:18]1[cH:19][cH:20][cH:21][cH:22][cH:23]1>>[NH:1]([c:2]1[n:3][c:4]([N:8]([CH3:9])[CH3:10])[cH:5][cH:6][cH:7]1)[C:12]([CH3:11])=[O:13]. The reactants are COC1=NC(=NC(=C1)OC)OC1=C(C(=O)OC)C(=CC=N1)C1=CC=CC=C1 (methyl 2-(4,6-dimethoxypyrimidin-2-yloxy)-4-phenylnicotinate), resultant mixture, resultant mixture, CS(=O)C (dimethylsulfoxide), [OH-].[Na+] (sodium hydroxide). Solvent: O (water). Yields the product COC1=NC(=NC(=C1)OC)OC1=C(C(=O)O)C(=CC=N1)C1=CC=CC=C1 (2-(4,6-dimethoxypyrimidin-2-yloxy)-4-phenylnicotinic acid). Yield: 44.5%. As a reaction SMILES: [CH3:1][O:2][C:3]1[CH:8]=[C:7]([O:9][CH3:10])[N:6]=[C:5]([O:11][C:12]2[N:21]=[CH:20][CH:19]=[C:18]([C:22]3[CH:27]=[CH:26][CH:25]=[CH:24][CH:23]=3)[C:13]=2[C:14]([O:16]C)=[O:15])[N:4]=1.CS(C)=O.[OH-].[Na+]>O>[CH3:10][O:9][C:7]1[CH:8]=[C:3]([O:2][CH3:1])[N:4]=[C:5]([O:11][C:12]2[N:21]=[CH:20][CH:19]=[C:18]([C:22]3[CH:27]=[CH:26][CH:25]=[CH:24][CH:23]=3)[C:13]=2[C:14]([OH:16])=[O:15])[N:6]=1 |f:2.3|. Procedure: 2.6 g (0.007 mol) of methyl 2-(4,6-dimethoxypyrimidin-2-yloxy)-4-phenylnicotinate and 50 ml of dimethylsulfoxide were weighed, and 4.6 ml (0.009 mol) of 2N sodium hydroxide aqueous solution was added dropwise thereto at 60° C. After the dropwise addition, the resultant mixture was further stirred for 30 minutes at 60° C. The resultant mixture was poured into water, and was washed twice with ethyl acetate. The aqueous layer was then adjusted to pH 2 with 10% hydrochloric acid aqueous solution, an... The reactants are CS(=O)(=O)C=1C=C(C=C(C1)C(F)(F)F)C1=NN(C=N1)\C=C/C(=O)NN ((Z)-3-(3-(3-(methylsulfonyl)-5-(trifluoromethyl)phenyl)-1H-1,2,4-triazol-1-yl)acrylohydrazide), COC(OC)OC (trimethylorthoformate), CS(=O)(=O)O (Methane sulphonic acid), CO (methanol). Solvent: O (water), ClCCl (dichloromethane). Reaction conditions: temperature 80 celsius. Product: CS(=O)(=O)C=1C=C(C=C(C1)C(F)(F)F)C1=NN(C=N1)\C=C/C=1OC=NN1 ((Z)-2-(2-(3-(3-(methylsulfonyl)-5-(trifluoromethyl)phenyl)-1H-1,2,4-triazol-1-yl)vinyl)-1,3,4-oxadiazole). Isolated yield 19.5%. As a reaction SMILES: [CH3:1][S:2]([C:5]1[CH:6]=[C:7]([C:15]2[N:19]=[CH:18][N:17](/[CH:20]=[CH:21]\[C:22]([NH:24][NH2:25])=[O:23])[N:16]=2)[CH:8]=[C:9]([C:11]([F:14])([F:13])[F:12])[CH:10]=1)(=[O:4])=[O:3].[CH3:26]OC(OC)OC.CS(O)(=O)=O.CO>O.ClCCl>[CH3:1][S:2]([C:5]1[CH:6]=[C:7]([C:15]2[N:19]=[CH:18][N:17](/[CH:20]=[CH:21]\[C:22]3[O:23][CH:26]=[N:25][N:24]=3)[N:16]=2)[CH:8]=[C:9]([C:11]([F:12])([F:14])[F:13])[CH:10]=1)(=[O:4])=[O:3]. Procedure details: In a 3-neck 25 mL round-bottomed flask, (Z)-3-(3-(3-(methylsulfonyl)-5-(trifluoromethyl)phenyl)-1H-1,2,4-triazol-1-yl)acrylohydrazide (0.300 g, 1.0 eq.) under N2 atmosphere was added trimethylorthoformate (0.26 g, 3.0 eq.) and Methane sulphonic acid (0.027 g, 0.1 eq.). Reaction mixture was refluxed at 80° C. for 1 h. The progress of the reaction was followed by TLC analysis on silica gel with 10% methanol: dichloromethane as mobile phase and visualization with UV, SM Rf=0.25 and Product Rf=0.41.... The reactants are O=C([O-])[O-], CCO, C1CCC(P(C2CCCCC2)C2CCCCC2)CC1, Cc1nnc(-c2ccc(Cl)cc2)o1, [K+], [K+], CC1(C)OB(c2ccc(C(=O)N3CCCC3CN3CCCC3)cc2)OC1(C)C, CC(=O)[O-], CC(=O)[O-], [Pd+2]. Yields the product Cc1nnc(-c2ccc(-c3ccc(C(=O)N4CCCC4CN4CCCC4)cc3)cc2)o1. RXN SMILES: [C:61](=[O:62])([O-:63])[O-:64].[CH3:76][CH2:77][OH:78].[CH:42]1([P:43]([CH:44]2[CH2:45][CH2:46][CH2:47][CH2:48][CH2:49]2)[CH:50]2[CH2:51][CH2:52][CH2:53][CH2:54][CH2:55]2)[CH2:56][CH2:57][CH2:58][CH2:59][CH2:60]1.[Cl:1][c:2]1[cH:3][cH:4][c:5](-[c:8]2[o:9][c:10]([CH3:13])[n:11][n:12]2)[cH:6][cH:7]1.[K+:65].[K+:66].[N:14]1([CH2:19][CH:20]2[N:21]([C:25](=[O:26])[c:27]3[cH:28][cH:29][c:30]([B:33]4[O:34][C:35]([CH3:36])([CH3:37])[C:38]([CH3:39])([CH3:40])[O:41]4)[cH:31][cH:32]3)[CH2:22][CH2:23][CH2:24]2)[CH2:15][CH2:16][CH2:17][CH2:18]1.[O-:68][C:69]([CH3:70])=[O:71].[O-:72][C:73]([CH3:74])=[O:75].[Pd+2:67]>>[c:2]1(-[c:30]2[cH:29][cH:28][c:27]([C:25]([N:21]3[CH:20]([CH2:19][N:14]4[CH2:15][CH2:16][CH2:17][CH2:18]4)[CH2:24][CH2:23][CH2:22]3)=[O:26])[cH:32][cH:31]2)[cH:3][cH:4][c:5](-[c:8]2[o:9][c:10]([CH3:13])[n:11][n:12]2)[cH:6][cH:7]1.